Dataset: the Open Reaction Database (ORD), a public repository of structured organic reaction records. Task: describe an organic reaction: reactants, conditions, products, and yield Starting materials: [Br-], CCCCCCCCCCCCCCCCCCCCCCOCCCCCCCCCCCCOc1ccc2c(c1)C(=O)c1ccccc1-2, CCCCCCCCCCCCCCCCCCCCCCOc1ccc2c(c1)C(=O)c1ccccc1-2, Fc1cccc([Mg+])c1. Yields the product CCCCCCCCCCCCCCCCCCCCCCOCCCCCCCCCCCCOc1ccc2c(c1)C(Br)(c1cccc(F)c1)c1ccccc1-2. As a reaction SMILES: [Br-:88].[CH2:1]([CH2:2][CH2:3][CH2:4][CH2:5][CH2:6][CH2:7][CH2:8][CH2:9][CH2:10][CH2:11][CH2:12][CH2:13][CH2:14][CH2:15][CH2:16][CH2:17][CH2:18][CH2:19][CH2:20][CH2:21][CH3:22])[O:23][CH2:24][CH2:25][CH2:26][CH2:27][CH2:28][CH2:29][CH2:30][CH2:31][CH2:32][CH2:33][CH2:34][CH2:35][O:36][c:37]1[cH:38][c:39]2[c:47]([cH:48][cH:49]1)-[c:46]1[c:41]([cH:42][cH:43][cH:44][cH:45]1)[C:40]2=[O:50].[CH2:51]([O:52][c:53]1[cH:54][cH:55][c:56]2[c:65]([cH:66]1)[C:63](=[O:64])[c:58]1[c:57]-2[cH:62][cH:61][cH:60][cH:59]1)[CH2:67][CH2:68][CH2:69][CH2:70][CH2:71][CH2:72][CH2:73][CH2:74][CH2:75][CH2:76][CH2:77][CH2:78][CH2:79][CH2:80][CH2:81][CH2:82][CH2:83][CH2:84][CH2:85][CH2:86][CH3:87].[F:89][c:90]1[cH:91][c:92]([Mg+:96])[cH:93][cH:94][cH:95]1>>[CH2:1]([CH2:2][CH2:3][CH2:4][CH2:5][CH2:6][CH2:7][CH2:8][CH2:9][CH2:10][CH2:11][CH2:12][CH2:13][CH2:14][CH2:15][CH2:16][CH2:17][CH2:18][CH2:19][CH2:20][CH2:21][CH3:22])[O:23][CH2:24][CH2:25][CH2:26][CH2:27][CH2:28][CH2:29][CH2:30][CH2:31][CH2:32][CH2:33][CH2:34][CH2:35][O:36][c:37]1[cH:38][c:39]2[c:47]([cH:48][cH:49]1)-[c:46]1[c:41]([cH:42][cH:43][cH:44][cH:45]1)[C:40]2([Br:88])[c:92]1[cH:91][c:90]([F:89])[cH:95][cH:94][cH:93]1.